From a dataset of the Open Reaction Database (ORD), a public repository of structured organic reaction records. describe an organic reaction: reactants, conditions, products, and yield Reactants: OC=1C=C(NC2=NC=NC(=C2)NC2=CC(=CC=C2)C)C=CC1 (4-(3'-hydroxyanilino)-6-(3'-methylanilino)pyrimidine), CN(CCCCl)C (3-dimethylaminopropyl chloride). Yields the product CN(CCCOC=1C=C(NC2=NC=NC(=C2)NC2=CC(=CC=C2)C)C=CC1)C (4-[3'-(3-dimethylaminopropoxy)anilino]-6-(3'-methylanilino)pyrimidine). Yield: 16.0%. RXN SMILES: [OH:1][C:2]1[CH:3]=[C:4]([CH:20]=[CH:21][CH:22]=1)[NH:5][C:6]1[CH:11]=[C:10]([NH:12][C:13]2[CH:18]=[CH:17][CH:16]=[C:15]([CH3:19])[CH:14]=2)[N:9]=[CH:8][N:7]=1.[CH3:23][N:24]([CH3:29])[CH2:25][CH2:26][CH2:27]Cl>>[CH3:23][N:24]([CH3:29])[CH2:25][CH2:26][CH2:27][O:1][C:2]1[CH:3]=[C:4]([CH:20]=[CH:21][CH:22]=1)[NH:5][C:6]1[CH:11]=[C:10]([NH:12][C:13]2[CH:18]=[CH:17][CH:16]=[C:15]([CH3:19])[CH:14]=2)[N:9]=[CH:8][N:7]=1. Reported procedure: Using an analogous procedure to that described in Example 27, 4-(3'-hydroxyanilino)-6-(3'-methylanilino)pyrimidine (0.5 g) was reacted with 3-dimethylaminopropyl chloride to give 4-[3'-(3-dimethylaminopropoxy)anilino]-6-(3'-methylanilino)pyrimidine in 16% yield, m.p. 142°-144° C.; Reactants: CC(=O)O, CCO, O=Cc1ccc(O)cc1O, Nc1ccc(C2=NNC(=O)CC2)cc1, CN(C)C=O. The product is O=C1CCC(c2ccc(N=Cc3ccc(O)cc3O)cc2)=NN1. Reaction SMILES: [CH3:25][C:26](=[O:27])[OH:28].[CH3:29][CH2:30][OH:31].[CH:1](=[O:2])[c:3]1[cH:4][cH:5][c:6]([OH:7])[cH:8][c:9]1[OH:10].[NH2:11][c:12]1[cH:13][cH:14][c:15]([C:18]2=[N:23][NH:22][C:21](=[O:24])[CH2:20][CH2:19]2)[cH:16][cH:17]1.[O:32]=[CH:33][N:34]([CH3:35])[CH3:36]>>[CH:1]([c:3]1[cH:4][cH:5][c:6]([OH:7])[cH:8][c:9]1[OH:10])=[N:11][c:12]1[cH:13][cH:14][c:15]([C:18]2=[N:23][NH:22][C:21](=[O:24])[CH2:20][CH2:19]2)[cH:16][cH:17]1. The reactants are [OH-].[Na+] (NaOH), FC1=C2CCC3C(C2=C(C=C1)F)C3C(=O)OCC (ethyl 4,7-difluoro-1a,2,3,7b-tetrahydro-1H-cyclopropa[a]naphthalene-1-carboxylate), [OH-].[Na+] (NaOH). Yields the product FC1=C2CCC3C(C2=C(C=C1)F)C3C(=O)O (4,7-Difluoro-1a,2,3,7b-tetrahydro-1H-cyclopropa[a]naphthalene-1-carboxylic acid), product. RXN SMILES: [F:1][C:2]1[CH:11]=[CH:10][C:9]([F:12])=[C:8]2[C:3]=1[CH2:4][CH2:5][CH:6]1[CH:13]([C:14]([O:16]CC)=[O:15])[CH:7]12.[OH-].[Na+]>>[F:1][C:2]1[CH:11]=[CH:10][C:9]([F:12])=[C:8]2[C:3]=1[CH2:4][CH2:5][CH:6]1[CH:13]([C:14]([OH:16])=[O:15])[CH:7]12 |f:1.2|. Procedure details: 4,7-Difluoro-1a,2,3,7b-tetrahydro-1H-cyclopropa[a]naphthalene-1-carboxylic acid was synthesized analogously to Example 12e from ethyl 4,7-difluoro-1a,2,3,7b-tetrahydro-1H-cyclopropa[a]naphthalene-1-carboxylate (0.45 g, 1.8 mmol) by stepwise hydrolysis first with excess of NaOH at r.t. and then with the excess of NaOH at heating (60° C., 1.5 h) to give 80 mg of product as white crystals (cis/trans ratio 78:22 according to HPLC). Reactants: C(C)(C)N1N=C(C2=CC=CC=C12)C(=O)NN (1-isopropyl-1H-indazole-3-carboxylic acid hydrazide), Cl.COCCCN1CCC(CC1)C(=O)O (1-(3-Methoxy propyl)-piperidine-4-carboxylic acid hydrochloride). Run in P(=O)(Cl)(Cl)Cl (phosphoryl chloride). Conditions: temperature 0 celsius, time 2 hour. Yields the product C(C)(C)N1N=C(C2=CC=CC=C12)C=1OC(=NN1)C1CCN(CC1)CCCOC (1-isopropyl-3-{5-[1-(3-methoxy propyl)piperidin-4-yl]-[1,3,4]oxadiazol-2-yl}-1H-indazole). The yield is 59.8%. Reaction SMILES: [CH:1]([N:4]1[C:12]2[C:7](=[CH:8][CH:9]=[CH:10][CH:11]=2)[C:6]([C:13]([NH:15][NH2:16])=[O:14])=[N:5]1)([CH3:3])[CH3:2].Cl.[CH3:18][O:19][CH2:20][CH2:21][CH2:22][N:23]1[CH2:28][CH2:27][CH:26]([C:29](O)=O)[CH2:25][CH2:24]1>P(Cl)(Cl)(Cl)=O>[CH:1]([N:4]1[C:12]2[C:7](=[CH:8][CH:9]=[CH:10][CH:11]=2)[C:6]([C:13]2[O:14][C:29]([CH:26]3[CH2:25][CH2:24][N:23]([CH2:22][CH2:21][CH2:20][O:19][CH3:18])[CH2:28][CH2:27]3)=[N:16][N:15]=2)=[N:5]1)([CH3:3])[CH3:2] |f:1.2|. Procedure details: To the mixture of 1-isopropyl-1H-indazole-3-carboxylic acid hydrazide (15.0 grams, 68.8 mmol) and 1-(3-Methoxy propyl)-piperidine-4-carboxylic acid hydrochloride (20.9 grams, 88.2 mmol, obtained in preparation 7) cooled at 0° C. was added phosphoryl chloride (130 mL). The reaction temperature was gradually raised to 100° C. and stirred was 2 hours. Upon completion of the reaction, it was cooled to 0° C. and triturated with hexanes (3×250 mL). The crude product was basified with aqueous sodium hy... Reactants: CCOc1cc(C#N)ccc1CON, Cl, N, O. The product is CCOc1cc(C#N)ccc1COON. RXN SMILES: [C:2](#[N:3])[c:4]1[cH:5][c:6]([O:13][CH2:14][CH3:15])[c:7]([CH2:8][O:9][NH2:10])[cH:11][cH:12]1.[ClH:1].[NH3:17].[OH2:16]>>[C:2](#[N:3])[c:4]1[cH:5][c:6]([O:13][CH2:14][CH3:15])[c:7]([CH2:8][O:9][O:16][NH2:17])[cH:11][cH:12]1. The reactants are BrCCCCCBr, O=P(O)(O)Cc1ccccc1, CCOCC, ClCCl, I, [Mg], CN(C)C=O, O=S(Cl)Cl. The product is O=P1(Cc2ccccc2)CCCCC1. As a reaction SMILES: [Br:3][CH2:4][CH2:5][CH2:6][CH2:7][CH2:8][Br:9].[CH2:10]([c:11]1[cH:12][cH:13][cH:14][cH:15][cH:16]1)[P:17]([OH:18])([OH:19])=[O:20].[CH2:25]([O:26][CH2:27][CH3:28])[CH3:29].[Cl:30][CH2:31][Cl:32].[I:2].[Mg:1].[O:33]=[CH:34][N:35]([CH3:36])[CH3:37].[S:21]([Cl:22])([Cl:23])=[O:24]>>[CH2:4]1[CH2:5][CH2:6][CH2:7][CH2:8][P:17]1([CH2:10][c:11]1[cH:12][cH:13][cH:14][cH:15][cH:16]1)=[O:20]. Starting materials: COC1=CC=C(C(=O)C2C(C3=CC=CC=C3C2=O)=O)C=C1 (2-(4-methoxybenzoyl)indan-1,3-dione), O.NN (hydrazine hydrate), ice water. Product: COC1=CC=C(C=C1)C=1C2=C(NN1)C1=CC=CC=C1C2 (3-(4-methoxyphenyl)-1,4-dihydroindeno[1,2-c]pyrazole). RXN SMILES: [CH3:1][O:2][C:3]1[CH:21]=[CH:20][C:6]([C:7]([CH:9]2[C:17](=O)[C:16]3[C:11](=[CH:12][CH:13]=[CH:14][CH:15]=3)[C:10]2=O)=O)=[CH:5][CH:4]=1.O.[NH2:23][NH2:24]>>[CH3:1][O:2][C:3]1[CH:21]=[CH:20][C:6]([C:7]2[C:9]3[CH2:17][C:16]4[C:11](=[CH:12][CH:13]=[CH:14][CH:15]=4)[C:10]=3[NH:23][N:24]=2)=[CH:5][CH:4]=1 |f:1.2|. Procedure details: A mixture of 2-(4-methoxybenzoyl)indan-1,3-dione (1.4 g, prepared by a modification of the method disclosed in J. Het. Chem. 8, 855-859 (1971)), and hydrazine hydrate (15 ml) was boiled under reflux for 24 hours. The mixture was cooled, poured into ice-water and the solid which precipitated was collected by filtration, washed with absolute ethanol and dried to give 3-(4-methoxyphenyl)-1,4-dihydroindeno[1,2-c]pyrazole, m.p. 247° C. Reactants: BrCC=1N(C(C2=C(N1)SC(=C2)S(N)(=O)=O)=O)C2=C(C=CC=C2)Cl (3,4-dihydro-2-bromomethyl-3-(2-chlorophenyl)-4-oxo-6-sulfamoylthieno[2,3-d]pyrimidine), C(C)N1CCNCC1 (1-ethylpiperazine), C([O-])([O-])=O.[K+].[K+] (potassium carbonate). Run in CN(C=O)C (dimethylformamide). Conditions: time 1 hour. Product: ClC1=C(C=CC=C1)N1C(=NC2=C(C1=O)C=C(S2)S(N)(=O)=O)CN2CCN(CC2)CC (3,4-Dihydro-3-(2-chlorophenyl)-2-(4-ethyl-1-piperazinylmethyl)-4-oxo-6-sulfamoylthieno[2,3-d]pyrimidine). As a reaction SMILES: Br[CH2:2][C:3]1[N:4]([C:17]2[CH:22]=[CH:21][CH:20]=[CH:19][C:18]=2[Cl:23])[C:5](=[O:16])[C:6]2[CH:11]=[C:10]([S:12](=[O:15])(=[O:14])[NH2:13])[S:9][C:7]=2[N:8]=1.[CH2:24]([N:26]1[CH2:31][CH2:30][NH:29][CH2:28][CH2:27]1)[CH3:25].C(=O)([O-])[O-].[K+].[K+]>CN(C)C=O>[Cl:23][C:18]1[CH:19]=[CH:20][CH:21]=[CH:22][C:17]=1[N:4]1[C:5](=[O:16])[C:6]2[CH:11]=[C:10]([S:12](=[O:15])(=[O:14])[NH2:13])[S:9][C:7]=2[N:8]=[C:3]1[CH2:2][N:29]1[CH2:30][CH2:31][N:26]([CH2:24][CH3:25])[CH2:27][CH2:28]1 |f:2.3.4|. Procedure details: To 3 g of 3,4-dihydro-2-bromomethyl-3-(2-chlorophenyl)-4-oxo-6-sulfamoylthieno[2,3-d]pyrimidine were added 40 ml of dimethylformamide, 0.8 ml of 1-ethylpiperazine and 2.7 g of potassium carbonate, and the mixture was stirred at room temperature for 1 hour. The reaction mixture was poured onto water, and the mixture was extracted with chloroform. The concentrated residue was purified by silica gel column chromatography, crystallized from ethyl acetate and recrystallized from ethanol to give 320 m...